Dataset: the Open Reaction Database (ORD), a public repository of structured organic reaction records. Task: describe an organic reaction: reactants, conditions, products, and yield As a reaction SMILES: [CH3:1][C:2]([CH:3]([C:4](=[O:5])[N:6]1[CH2:7][CH2:8][CH2:9][CH2:10]1)[NH:11][C:12](=[O:13])[c:14]1[cH:15][n:16]([CH2:30][O:31][CH2:32][CH2:33][Si:34]([CH3:35])([CH3:36])[CH3:37])[c:17]2[n:18][cH:19][c:20](-[c:23]3[cH:24][n:25][n:26]([CH2:28][CH3:29])[cH:27]3)[n:21][c:22]12)([CH3:38])[CH3:39].[Cl:47][CH2:48][Cl:49].[F:40][C:41]([F:42])([F:43])[C:44]([OH:45])=[O:46]>>[CH3:1][C:2]([CH:3]([C:4](=[O:5])[N:6]1[CH2:7][CH2:8][CH2:9][CH2:10]1)[NH:11][C:12](=[O:13])[c:14]1[cH:15][nH:16][c:17]2[n:18][cH:19][c:20](-[c:23]3[cH:24][n:25][n:26]([CH2:28][CH3:29])[cH:27]3)[n:21][c:22]12)([CH3:38])[CH3:39]. The reactants are CCn1cc(-c2cnc3c(n2)c(C(=O)NC(C(=O)N2CCCC2)C(C)(C)C)cn3COCC[Si](C)(C)C)cn1, ClCCl, O=C(O)C(F)(F)F. The product is CCn1cc(-c2cnc3[nH]cc(C(=O)NC(C(=O)N4CCCC4)C(C)(C)C)c3n2)cn1. Starting materials: COC=1C=C2C(=CC=NC2=CC1OC)OC1=CC(=C(N)C=C1C)C (4-[(6,7-Dimethoxy-4-quinolyl)oxy]-2,5-dimethylaniline), FC1=C(C=CC(=C1)F)N=C=O (2,4-difluorophenyl isocyanate). Run in C(Cl)(Cl)Cl (chloroform). Yields the product FC1=C(C=CC(=C1)F)NC(=O)NC1=C(C=C(C(=C1)C)OC1=CC=NC2=CC(=C(C=C12)OC)OC)C (N-(2,4-Difluorophenyl)-N′-{4-[(6,7-dimethoxy-4-quinolyl)oxy]-2,5-dimethylphenyl}urea). Isolated yield 97.0%. RXN SMILES: [CH3:1][O:2][C:3]1[CH:4]=[C:5]2[C:10](=[CH:11][C:12]=1[O:13][CH3:14])[N:9]=[CH:8][CH:7]=[C:6]2[O:15][C:16]1[C:22]([CH3:23])=[CH:21][C:19]([NH2:20])=[C:18]([CH3:24])[CH:17]=1.[F:25][C:26]1[CH:31]=[C:30]([F:32])[CH:29]=[CH:28][C:27]=1[N:33]=[C:34]=[O:35]>C(Cl)(Cl)Cl>[F:25][C:26]1[CH:31]=[C:30]([F:32])[CH:29]=[CH:28][C:27]=1[NH:33][C:34]([NH:20][C:19]1[CH:21]=[C:22]([CH3:23])[C:16]([O:15][C:6]2[C:5]3[C:10](=[CH:11][C:12]([O:13][CH3:14])=[C:3]([O:2][CH3:1])[CH:4]=3)[N:9]=[CH:8][CH:7]=2)=[CH:17][C:18]=1[CH3:24])=[O:35]. Procedure: 4-[(6,7-Dimethoxy-4-quinolyl)oxy]-2,5-dimethylaniline (200 mg) was dissolved in chloroform (15 ml), and 2,4-difluorophenyl isocyanate (88 μl) was then added to the solution. The mixture was heated under reflux for one hr. The reaction solution was purified by chromatography on silica gel by development with chloroform/acetone (4/1) to give 287 mg (yield 97%) of the title compound. Run at temperature 120 celsius, time 3 hour. Reaction SMILES: Cl[CH2:2][CH2:3][O:4][CH:5]=[CH2:6].[OH:7][C:8]1[CH:18]=[CH:17][C:11]([C:12]([O:14]CC)=[O:13])=[CH:10][CH:9]=1.[OH-].[K+].O.S([O-])(O)(=O)=O.[Na+]>[Br-].C([N+](CCCC)(CCCC)CCCC)CCC.CN1CCCC1=O.O>[CH:5]([O:4][CH2:3][CH2:2][O:7][C:8]1[CH:18]=[CH:17][C:11]([C:12]([OH:14])=[O:13])=[CH:10][CH:9]=1)=[CH2:6] |f:2.3,4.5.6,7.8|. Product: C(=C)OCCOC1=CC=C(C(=O)O)C=C1 (4-(vinyloxyethoxy)benzoic acid). The reagents and catalysts are [Br-].C(CCC)[N+](CCCC)(CCCC)CCCC (tetrabutylammoniumbromide). Solvent: O (water), CN1C(CCC1)=O (N-methylpyrrolidone). Reported procedure: 76.97 g (722 mmol) of a chloroethylvinylether, 9.70 g (30.1 mmol) of a tetrabutylammoniumbromide, and 100.00 g (602 mmol) of ethyl 4-hydroxybenzoate, all manufactured by Tokyo Kasei Kogyo Co., Ltd. were mixed with an N-methylpyrrolidone solvent and stirred at a temperature of 120° C. for 3 hours so as to be reacted. The resulting solution was diluted with water and extracted with ethyl acetate so as to remove the solvent thereby obtaining a crude ethyl 4-(2-vinyloxyethoxy)benzoate. A solution of... The reactants are ClCCOC=C (chloroethylvinylether), O.S(=O)(=O)(O)[O-].[Na+] (sodium hydrogensulfate monohydrate), OC1=CC=C(C(=O)OCC)C=C1 (ethyl 4-hydroxybenzoate), [OH-].[K+] (potassium hydroxide), ester. Reactants: solution, C(CCC)[Li] (n-butyllithium), S1C=NC2=C1C=CC=C2 (benzothiazole), solution, COC(C=1C=CC(=C(C=O)C1)F)OC (5-(dimethoxymethyl)-2-fluorobenzaldehyde), [Cl-].[NH4+] (ammonium chloride). Run in CCCCCC (hexane), O1CCCC1 (tetrahydrofuran), O1CCCC1 (tetrahydrofuran). Conditions: time 5 minute. Product: S1C(=NC2=C1C=CC=C2)C(O)C2=C(C=CC(=C2)C(OC)OC)F (1,3-Benzothiazol-2-yl[5-(dimethoxymethyl)-2-fluorophenyl]methanol). The yield is 79.3%. RXN SMILES: [S:1]1[C:5]2[CH:6]=[CH:7][CH:8]=[CH:9][C:4]=2[N:3]=[CH:2]1.C([Li])CCC.[CH3:15][O:16][CH:17]([O:27][CH3:28])[C:18]1[CH:19]=[CH:20][C:21]([F:26])=[C:22]([CH:25]=1)[CH:23]=[O:24].[Cl-].[NH4+]>O1CCCC1.CCCCCC>[S:1]1[C:5]2[CH:6]=[CH:7][CH:8]=[CH:9][C:4]=2[N:3]=[C:2]1[CH:23]([C:22]1[CH:25]=[C:18]([CH:17]([O:16][CH3:15])[O:27][CH3:28])[CH:19]=[CH:20][C:21]=1[F:26])[OH:24] |f:3.4|. Reported procedure: A total of 1.08 g of benzothiazole was dissolved in 15 ml of dry tetrahydrofuran. After cooling to −78° C. in an atmosphere of nitrogen gas, 6.4 ml of 1.56 M solution of n-butyllithium in hexane was added. After stirring for 5 minutes, 8 ml of a solution of 1.35 g of 5-(dimethoxymethyl)-2-fluorobenzaldehyde in dry tetrahydrofuran was added, followed by stirring for 10 minutes. To the reaction mixture was added aqueous ammonium chloride solution, and the mixture was extracted with ethyl acetate f... The reactants are COc1ccc(NN)cc1, CC(=O)[O-], CCO, Clc1cc(Cl)nc(Cl)n1, [Na+], O. Yields the product COc1ccc(N(N)c2cc(Cl)nc(Cl)n2)cc1. RXN SMILES: [CH3:1][O:2][c:3]1[cH:4][cH:5][c:6]([NH:9][NH2:10])[cH:7][cH:8]1.[CH3:21][C:22](=[O:23])[O-:24].[CH3:26][CH2:27][OH:28].[Cl:11][c:12]1[n:13][c:14]([Cl:19])[cH:15][c:16]([Cl:18])[n:17]1.[Na+:20].[OH2:25]>>[CH3:1][O:2][c:3]1[cH:4][cH:5][c:6]([N:9]([NH2:10])[c:16]2[cH:15][c:14]([Cl:19])[n:13][c:12]([Cl:11])[n:17]2)[cH:7][cH:8]1. As a reaction SMILES: [N:1]1[CH:6]=[CH:5][CH:4]=[CH:3][C:2]=1[CH2:7][CH2:8][S:9][CH2:10][CH2:11][OH:12].[Br:13][CH2:14][CH2:15][CH2:16][CH2:17][CH2:18][CH2:19]Br.[OH-].[Na+]>O>[Br:13][CH2:14][CH2:15][CH2:16][CH2:17][CH2:18][CH2:19][O:12][CH2:11][CH2:10][S:9][CH2:8][CH2:7][C:2]1[CH:3]=[CH:4][CH:5]=[CH:6][N:1]=1 |f:2.3|. The product is BrCCCCCCOCCSCCC1=NC=CC=C1 (2-[2-[[2-[(6-Bromohexyl)oxy]ethyl]thio]ethyl]pyridine). Conditions: time 6 hour. Yield: 63.5%. Procedure details: A mixture of 2-[[2-(2-pyridinyl)ethyl]thio]ethanol (0.50 g), 1,6-dibromohexane (2.13 g), TAB (0.4 g) and 50% aqueous sodium hydroxide (6 ml) was stirred under nitrogen for 6 h, then diluted with water (75 ml) and extracted with diethyl ether (2×150 ml). The organic extracts were evaporated in vacuo to give an oil, which was partitioned between 2N hydrochloric acid (100 ml) and hexane (2×100 ml). The aqueous phase was basified to pH 12 with 50% aqueous sodium hydroxide and extracted with diethyl ... Run in O (water). The reactants are N1=C(C=CC=C1)CCSCCO (2-[[2-(2-pyridinyl)ethyl]thio]ethanol), BrCCCCCCBr (1,6-dibromohexane), [OH-].[Na+] (sodium hydroxide). Product: CS(=O)(=O)Nc1ccc2c(c1)S(=O)(=O)C=C(CC(=O)O)N2. RXN SMILES: [CH2:1]([CH3:2])[O:3][C:4]([CH2:5][C:6]1=[CH:7][S:8](=[O:21])(=[O:22])[c:9]2[c:10]([cH:12][cH:13][c:14]([NH:16][S:17](=[O:18])(=[O:19])[CH3:20])[cH:15]2)[NH:11]1)=[O:23].[CH3:26][CH2:27][O:28][CH2:29][CH3:30].[CH3:31][OH:32].[Li+:24].[OH-:25]>>[O:3]=[C:4]([CH2:5][C:6]1=[CH:7][S:8](=[O:21])(=[O:22])[c:9]2[c:10]([cH:12][cH:13][c:14]([NH:16][S:17](=[O:18])(=[O:19])[CH3:20])[cH:15]2)[NH:11]1)[OH:23]. Starting materials: CCOC(=O)CC1=CS(=O)(=O)c2cc(NS(C)(=O)=O)ccc2N1, CCOCC, CO, [Li+], [OH-]. The product is C1OC2=C(C(=O)O)C=CC=C2OC1 (2,3-ethylenedioxybenzoic acid). Reported procedure: 2,3-Dihydroxybenzoic acid (25 g, 0.16 mol) was heated under reflux in an oxygen-free atmosphere with potassium hydroxide (26.42 g, 0.47 mole) and dibromoethane (13.46 g, 0.07 mol) using 95% ethanol (60 ml) and water (142 ml as solvent as described in J. Org. Chem. (1948), 13, 489-95 to give 2,3-ethylenedioxybenzoic acid (12.2 g, 43%), m.pt. 195°-196° C. The reactants are O=O (oxygen), [OH-].[K+] (potassium hydroxide), BrC(C)Br (dibromoethane), OC1=C(C(=O)O)C=CC=C1O (2,3-Dihydroxybenzoic acid). The yield is 96.7%. Solvent: O (water), C(C)O (ethanol). RXN SMILES: [OH:1][C:2]1[C:10]([OH:11])=[CH:9][CH:8]=[CH:7][C:3]=1[C:4]([OH:6])=[O:5].O=O.[OH-].[K+].Br[CH:17](Br)[CH3:18]>O.C(O)C>[CH2:17]1[CH2:18][O:11][C:10]2[C:2](=[C:3]([CH:7]=[CH:8][CH:9]=2)[C:4]([OH:6])=[O:5])[O:1]1 |f:2.3|. Reactants: CCN(C(C)C)C(C)C, CCS(=O)(=O)c1ccc(Cl)c([N+](=O)[O-])c1, NCC1CCCCO1. Yields the product CCS(=O)(=O)c1ccc(NCC2CCCCO2)c([N+](=O)[O-])c1. As a reaction SMILES: [CH:24]([N:25]([CH2:26][CH3:27])[CH:28]([CH3:29])[CH3:30])([CH3:31])[CH3:32].[Cl:1][c:2]1[c:3]([N+:13](=[O:14])[O-:15])[cH:4][c:5]([S:8](=[O:9])(=[O:10])[CH2:11][CH3:12])[cH:6][cH:7]1.[NH2:16][CH2:17][CH:18]1[O:19][CH2:20][CH2:21][CH2:22][CH2:23]1>>[c:2]1([NH:16][CH2:17][CH:18]2[O:19][CH2:20][CH2:21][CH2:22][CH2:23]2)[c:3]([N+:13](=[O:14])[O-:15])[cH:4][c:5]([S:8](=[O:9])(=[O:10])[CH2:11][CH3:12])[cH:6][cH:7]1.